From a dataset of the Open Reaction Database (ORD), a public repository of structured organic reaction records. describe an organic reaction: reactants, conditions, products, and yield The reactants are CCO, CN, CO, O=CN1CCN(c2nc(Cl)nc3c2SCCC3)CC1, O. The product is CNc1nc2c(c(N3CCN(C=O)CC3)n1)SCCC2. Reaction SMILES: [CH2:23]([OH:24])[CH3:25].[CH3:21][NH2:22].[CH3:26][OH:27].[Cl:1][c:2]1[n:3][c:4]([N:12]2[CH2:13][CH2:14][N:15]([CH:18]=[O:19])[CH2:16][CH2:17]2)[c:5]2[c:6]([n:7]1)[CH2:8][CH2:9][CH2:10][S:11]2.[OH2:20]>>[c:2]1([NH:22][CH3:21])[n:3][c:4]([N:12]2[CH2:13][CH2:14][N:15]([CH:18]=[O:19])[CH2:16][CH2:17]2)[c:5]2[c:6]([n:7]1)[CH2:8][CH2:9][CH2:10][S:11]2. Starting materials: CC(=O)[O-], CC(=O)[O-], CCCC[Sn+2]CCCC, CN=C=O, CC(C)Oc1nsc(N)c1C#N, C1CCOC1. The product is CNC(=O)Nc1snc(OC(C)C)c1C#N. RXN SMILES: [C:17]([O-:18])(=[O:19])[CH3:20].[C:21]([O-:22])(=[O:23])[CH3:24].[CH2:25]([Sn+2:26][CH2:27][CH2:28][CH2:29][CH3:30])[CH2:31][CH2:32][CH3:33].[CH3:13][N:14]=[C:15]=[O:16].[NH2:1][c:2]1[c:3]([C:11]#[N:12])[c:4]([O:7][CH:8]([CH3:9])[CH3:10])[n:5][s:6]1.[O:34]1[CH2:35][CH2:36][CH2:37][CH2:38]1>>[NH:1]([c:2]1[c:3]([C:11]#[N:12])[c:4]([O:7][CH:8]([CH3:9])[CH3:10])[n:5][s:6]1)[C:15]([NH:14][CH3:13])=[O:16]. Starting materials: COC(=O)c1ccccc1CBr, O=C([O-])[O-], CCOc1ccccc1CCNC(=O)CCc1ccc(O)cc1, CC#N, [K+], [K+]. Yields the product CCOc1ccccc1CCNC(=O)CCc1ccc(OCc2ccccc2C(=O)OC)cc1. As a reaction SMILES: [Br:24][CH2:25][c:26]1[c:27]([C:28](=[O:29])[O:30][CH3:31])[cH:32][cH:33][cH:34][cH:35]1.[C:36](=[O:37])([O-:38])[O-:39].[CH2:1]([CH3:2])[O:3][c:4]1[c:5]([CH2:10][CH2:11][NH:12][C:13]([CH2:14][CH2:15][c:16]2[cH:17][cH:18][c:19]([OH:22])[cH:20][cH:21]2)=[O:23])[cH:6][cH:7][cH:8][cH:9]1.[CH3:42][C:43]#[N:44].[K+:40].[K+:41]>>[CH2:1]([CH3:2])[O:3][c:4]1[c:5]([CH2:10][CH2:11][NH:12][C:13]([CH2:14][CH2:15][c:16]2[cH:17][cH:18][c:19]([O:22][CH2:25][c:26]3[c:27]([C:28](=[O:29])[O:30][CH3:31])[cH:32][cH:33][cH:34][cH:35]3)[cH:20][cH:21]2)=[O:23])[cH:6][cH:7][cH:8][cH:9]1. Starting materials: Cc1c(OCC2CN(C)c3ccccc3O2)ccc(C(=O)O)c1C, COCCOC, CN(C)C=O, O=C(Cl)C(=O)Cl. Product: Cc1c(OCC2CN(C)c3ccccc3O2)ccc(C(=O)Cl)c1C. Reaction SMILES: [CH3:1][c:2]1[c:3]([C:4](=[O:5])[OH:6])[cH:7][cH:8][c:9]([O:12][CH2:13][CH:14]2[O:15][c:16]3[c:17]([cH:21][cH:22][cH:23][cH:24]3)[N:18]([CH3:20])[CH2:19]2)[c:10]1[CH3:11].[CH3:25][O:26][CH2:27][CH2:28][O:29][CH3:30].[CH3:37][N:38]([CH3:39])[CH:40]=[O:41].[Cl:31][C:32]([C:33]([Cl:34])=[O:35])=[O:36]>>[CH3:1][c:2]1[c:3]([C:4](=[O:5])[Cl:31])[cH:7][cH:8][c:9]([O:12][CH2:13][CH:14]2[O:15][c:16]3[c:17]([cH:21][cH:22][cH:23][cH:24]3)[N:18]([CH3:20])[CH2:19]2)[c:10]1[CH3:11]. The reactants are IC1=CC=C(C=C1)NC1(CCCC1)C#N (1-(4-iodophenyl-amino)-cyclopentanecarbonitrile), O (water). The solvent is S(O)(O)(=O)=O (sulfuric acid). Run at time 48 hour. Product: IC1=CC=C(C=C1)NC1(CCCC1)C(=O)N (1-(4-iodophenylamino)-cyclopentanecarboxamide). Isolated yield 94.0%. As a reaction SMILES: [I:1][C:2]1[CH:7]=[CH:6][C:5]([NH:8][C:9]2([C:14]#[N:15])[CH2:13][CH2:12][CH2:11][CH2:10]2)=[CH:4][CH:3]=1.[OH2:16]>S(=O)(=O)(O)O>[I:1][C:2]1[CH:3]=[CH:4][C:5]([NH:8][C:9]2([C:14]([NH2:15])=[O:16])[CH2:13][CH2:12][CH2:11][CH2:10]2)=[CH:6][CH:7]=1. Procedure: 4.2 g (13.4 mmol) of 1-(4-iodophenyl-amino)-cyclopentanecarbonitrile are dissolved in 40 ml of concentrated sulfuric acid. The reaction medium is stirred for 48 hrs at ambient temperature, then it is poured gently into water and the pH is adjusted to 7 with soda and [the mixture] extracted with ethyl acetate. The organic phases are combined and washed with water. They are dried over sodium sulfate. The solvents are evaporated and the residue is crystallized in a little dichloromethane and heptan... The reactants are ClC=1C=C(C=CC1F)NC1=NC=NC2=CC(=CC(=C12)OC[C@H]1NCCC1)OC (N-(3-chloro-4-fluoro-phenyl)-7-methoxy-5-[(2S)-pyrrolidin-2-ylmethoxy]-quinazolin-4-amine), CN(CC(=O)O)C (N,N-dimethylglycine). Yields the product ClC=1C=C(C=CC1F)NC1=NC=NC2=CC(=CC(=C12)OC[C@H]1N(CCC1)C(CN(C)C)=O)OC (N-(3-Chloro-4-fluorophenyl)-5-({(2S)-1-[(dimethylamino)acetyl]pyrrolidin-2-yl}methoxy)-7-methoxyquinazolin-4-amine). The yield is 73.0%. Reaction SMILES: [Cl:1][C:2]1[CH:3]=[C:4]([NH:9][C:10]2[C:19]3[C:14](=[CH:15][C:16]([O:27][CH3:28])=[CH:17][C:18]=3[O:20][CH2:21][C@@H:22]3[CH2:26][CH2:25][CH2:24][NH:23]3)[N:13]=[CH:12][N:11]=2)[CH:5]=[CH:6][C:7]=1[F:8].[CH3:29][N:30]([CH3:35])[CH2:31][C:32](O)=[O:33]>>[Cl:1][C:2]1[CH:3]=[C:4]([NH:9][C:10]2[C:19]3[C:14](=[CH:15][C:16]([O:27][CH3:28])=[CH:17][C:18]=3[O:20][CH2:21][C@@H:22]3[CH2:26][CH2:25][CH2:24][N:23]3[C:32](=[O:33])[CH2:31][N:30]([CH3:35])[CH3:29])[N:13]=[CH:12][N:11]=2)[CH:5]=[CH:6][C:7]=1[F:8]. Reported procedure: The procedure described in Example 1 was repeated using N-(3-chloro-4-fluoro-phenyl)-7-methoxy-5-[(2S)-pyrrolidin-2-ylmethoxy]-quinazolin-4-amine (96 mg) and N,N-dimethylglycine (27 mg) to give the title compound as a white solid in 73% yield; NMR Spectrum (DMSO-d6) 9.90 (s, 1H), 8.40 (s, 1H), 8.15 (dd, 1H), 7.72-7.62 (m, 1H), 7.40 (t, 1H), 6.88 (d, 1H), 6.78 (d, 1H), 4.66-4.58 (m, 1H), 4.40 (dd, 1H), 4.19 (dd, 1H), 3.90 (s, 3H), 3.66-3.40 (m, 2H), 3.20-3.06 (m, 2H), 2.40 (s, 6H), 2.10-1.82 (m, ... Starting materials: COC=1C=C2C(=CC=NC2=CC1OC)OC1=CC=C(C=C1)N (6,7-Dimethoxy-4-(4-aminophenoxy)quinoline), C1(CCCCC1)C(=O)O (cyclohexanecarboxylic acid), Cl.C(C)N=C=NCCCN(C)C (1-ethyl-3-(3'-dimethylaminopropyl)carbodiimide hydrochloride). Solvent: CN(C=O)C (N,N-dimethylformamide). Conditions: time 22 hour. Yields the product COC=1C=C2C(=CC=NC2=CC1OC)OC1=CC=C(C=C1)NC(=O)C1CCCCC1 (N-{4-[(6,7-Dimethoxy-4-quinolinyl)oxy]phenyl}-cyclohexanecarboxamide). Isolated yield 63.1%. Reaction SMILES: [CH3:1][O:2][C:3]1[CH:4]=[C:5]2[C:10](=[CH:11][C:12]=1[O:13][CH3:14])[N:9]=[CH:8][CH:7]=[C:6]2[O:15][C:16]1[CH:21]=[CH:20][C:19]([NH2:22])=[CH:18][CH:17]=1.[CH:23]1([C:29](O)=[O:30])[CH2:28][CH2:27][CH2:26][CH2:25][CH2:24]1.Cl.C(N=C=NCCCN(C)C)C>CN(C)C=O>[CH3:1][O:2][C:3]1[CH:4]=[C:5]2[C:10](=[CH:11][C:12]=1[O:13][CH3:14])[N:9]=[CH:8][CH:7]=[C:6]2[O:15][C:16]1[CH:17]=[CH:18][C:19]([NH:22][C:29]([CH:23]2[CH2:28][CH2:27][CH2:26][CH2:25][CH2:24]2)=[O:30])=[CH:20][CH:21]=1 |f:2.3|. Reported procedure: 6,7-Dimethoxy-4-(4-aminophenoxy)quinoline (52 mg) and commercially available cyclohexanecarboxylic acid (46 mg) were dissolved in N,N-dimethylformamide (2 ml), 1-ethyl-3-(3'-dimethylaminopropyl)carbodiimide hydrochloride (84 mg) was added, and the admixture was stirred at room temperature for 22 hours. The reaction mixture was then purified in the same manner as described in Example 51 to obtain 45 mg of the title compound (yield: 64%). The reactants are FC1=CC(=C(CN2N=CC3=CC(=CC=C23)\C=C/2\C(NC(S2)=O)=O)C=C1)C(F)(F)F ((5Z)-5-({1-[4-fluoro-2-(trifluoromethyl)benzyl]-1H-indazol-5-yl}methylidene)-2,4-dioxo-1,3-thiazolidine), BrCC(=O)OC(C)(C)C (tert-butyl bromoacetate). The product is FC1=CC(=C(CN2N=CC3=CC(=CC=C23)\C=C/2\C(N(C(S2)=O)CC(=O)O)=O)C=C1)C(F)(F)F ([(5Z)-5-({1-[4-Fluoro-2-(trifluoromethyl)benzyl]-1H-indazol-5-yl}methylidene)-2,4-dioxo-1,3-thiazolidin-3-yl]acetic acid). RXN SMILES: [F:1][C:2]1[CH:25]=[CH:24][C:5]([CH2:6][N:7]2[C:15]3[C:10](=[CH:11][C:12](/[CH:16]=[C:17]4/[C:18](=[O:23])[NH:19][C:20](=[O:22])[S:21]/4)=[CH:13][CH:14]=3)[CH:9]=[N:8]2)=[C:4]([C:26]([F:29])([F:28])[F:27])[CH:3]=1.Br[CH2:31][C:32]([O:34]C(C)(C)C)=[O:33]>>[F:1][C:2]1[CH:25]=[CH:24][C:5]([CH2:6][N:7]2[C:15]3[C:10](=[CH:11][C:12](/[CH:16]=[C:17]4/[C:18](=[O:23])[N:19]([CH2:31][C:32]([OH:34])=[O:33])[C:20](=[O:22])[S:21]/4)=[CH:13][CH:14]=3)[CH:9]=[N:8]2)=[C:4]([C:26]([F:27])([F:29])[F:28])[CH:3]=1. Procedure details: [(5Z)-5-({1-[4-Fluoro-2-(trifluoromethyl)benzyl]-1H-indazol-5-yl}methylidene)-2,4-dioxo-1,3-thiazolidin-3-yl]acetic acid was prepared from [(5Z)-5-({1-[4-fluoro-2-(trifluoromethyl)benzyl]-1H-indazol-5-yl}methylidene)-2,4-dioxo-1,3-thiazolidine (from Example 5) and tert-butyl bromoacetate following General Procedure I.